Task: describe an organic reaction: reactants, conditions, products, and yield. Dataset: the Open Reaction Database (ORD), a public repository of structured organic reaction records The reactants are C(\C=C(/C)\CCC[C@H](C)CCC[C@H](C)CCCC(C)C)Cl (phytyl chloride), O (water), [H-].[Na+] (sodium hydride), NCCS (2-aminoethanethiol). The reagents and catalysts are C1COCCOCCOCCOCCOCCO1 (18-crown-6). Solvent: O1CCCC1 (tetrahydrofuran), O1CCCC1 (tetrahydrofuran). Reaction conditions: temperature 20 celsius, time 30 minute. The product is CC(=CCSCCN)CCCC(CCCC(CCCC(C)C)C)C (2-(3,7,11,15-Tetramethyl-2-hexadecaen-1-ylthio)ethylamine). Isolated yield 81.8%. RXN SMILES: [H-].[Na+].[NH2:3][CH2:4][CH2:5][SH:6].[CH2:7](Cl)/[CH:8]=[C:9](/[CH2:11][CH2:12][CH2:13][C@@H:14]([CH2:16][CH2:17][CH2:18][C@@H:19]([CH2:21][CH2:22][CH2:23][CH:24]([CH3:26])[CH3:25])[CH3:20])[CH3:15])\[CH3:10].O>O1CCCC1.C1OCCOCCOCCOCCOCCOC1>[CH3:10][C:9]([CH2:11][CH2:12][CH2:13][CH:14]([CH3:15])[CH2:16][CH2:17][CH2:18][CH:19]([CH3:20])[CH2:21][CH2:22][CH2:23][CH:24]([CH3:26])[CH3:25])=[CH:8][CH2:7][S:6][CH2:5][CH2:4][NH2:3] |f:0.1|. Procedure details: Under an atmosphere of argon, sodium hydride (9.60 g, 240 mmol, 60% dispersion in mineral oil) was added to a solution of 2-aminoethanethiol (15.3 g, 200 mmol) in 200 ml of tetrahydrofuran and the mixture was stirred at 20° C. for 30 minutes. To the reaction mixture, 18-crown-6 (50 mg, 0.190 mmol) was added and then a solution of phytyl chloride (1-chloro-3,7,11,15-tetramethyl-2-hexadecaene) [55.0 g, 175 mmol, prepared as described in Item a) given above] in 200 ml of tetrahydrofuran was added i... Starting materials: CC(=O)O, O=CC=O, NNc1c(Cl)cc(C(F)(F)F)cc1Cl, O. Yields the product O=CC=NNc1c(Cl)cc(C(F)(F)F)cc1Cl. As a reaction SMILES: [CH3:20][C:21](=[O:22])[OH:23].[CH:15](=[O:16])[CH:17]=[O:18].[Cl:1][c:2]1[c:3]([NH:13][NH2:14])[c:4]([Cl:12])[cH:5][c:6]([C:8]([F:9])([F:10])[F:11])[cH:7]1.[OH2:19]>>[Cl:1][c:2]1[c:3]([NH:13][N:14]=[CH:17][CH:15]=[O:16])[c:4]([Cl:12])[cH:5][c:6]([C:8]([F:9])([F:10])[F:11])[cH:7]1. Starting materials: C=O, CO, ClCCl, Nc1ncc(-c2cnn(C3CCNCC3)c2)cc1-c1nc2cccc(CO)c2o1, N. Yields the product CN1CCC(n2cc(-c3cnc(N)c(-c4nc5cccc(CO)c5o4)c3)cn2)CC1. RXN SMILES: [CH2:1]=[O:2].[CH3:36][OH:37].[Cl:33][CH2:34][Cl:35].[NH2:3][c:4]1[n:5][cH:6][c:7](-[c:21]2[cH:22][n:23][n:24]([CH:26]3[CH2:27][CH2:28][NH:29][CH2:30][CH2:31]3)[cH:25]2)[cH:8][c:9]1-[c:10]1[o:11][c:12]2[c:13]([n:14]1)[cH:15][cH:16][cH:17][c:18]2[CH2:19][OH:20].[NH3:32]>>[CH3:1][N:29]1[CH2:28][CH2:27][CH:26]([n:24]2[n:23][cH:22][c:21](-[c:7]3[cH:6][n:5][c:4]([NH2:3])[c:9](-[c:10]4[o:11][c:12]5[c:13]([n:14]4)[cH:15][cH:16][cH:17][c:18]5[CH2:19][OH:20])[cH:8]3)[cH:25]2)[CH2:31][CH2:30]1. Reactants: O1CCC2=C1C=CC(=C2)/C=C/C(=O)OCC (ethyl (E)-3-(2,3-dihydrobenzofuran-5-yl)-2-propenoate). Reagents/catalysts: [Pd] (palladium on activated carbon). Run in C(C)(=O)O (acetic acid). Conditions: temperature 50 celsius, time 3.5 hour. Yields the product O1CCC2=C1C=CC(=C2)CCC(=O)OCC (Ethyl 3-(2,3-Dihydrobenzofuran-5-yl)propionate). Isolated yield 97.1%. As a reaction SMILES: [O:1]1[C:5]2[CH:6]=[CH:7][C:8](/[CH:10]=[CH:11]/[C:12]([O:14][CH2:15][CH3:16])=[O:13])=[CH:9][C:4]=2[CH2:3][CH2:2]1>C(O)(=O)C.[Pd]>[O:1]1[C:5]2[CH:6]=[CH:7][C:8]([CH2:10][CH2:11][C:12]([O:14][CH2:15][CH3:16])=[O:13])=[CH:9][C:4]=2[CH2:3][CH2:2]1. Reported procedure: To a solution of ethyl (E)-3-(2,3-dihydrobenzofuran-5-yl)-2-propenoate (160.0 g, 733 mmols) in acetic acid (960 mL) was added 5% palladium on activated carbon (32.0 g, 50% hydrous). The mixture was stirred at 50° C. for 3.5 hours under hydrogen atmosphere (ambient pressure). The catalyst was filtered off and the filtrate containing 156.7 g (yield: 97%) of the title compound was obtained which was provided to the next step. The reactants are [BH4-].[Na+] (sodium borohydride), C(C)(C)(C)OC(=O)N1C[C@@H](OC[C@@H]1[C@H]([C@H](CC1=CC=CC=C1)[N+](=O)[O-])O)CCC1CCCCC1 (2(S)-(2-cyclohexylethyl)-5-(R)-(1-(R)-hydroxy-2-(S)-nitro-3-phenylpropyl)-morpholine-4-carboxylic acid tert-butyl ester), [BH4-].[Na+] (sodium borohydride). Reagents/catalysts: [Ni](Cl)Cl (nickel (II) chloride). Run in CO (methanol). The product is C(C)(C)(C)OC(=O)N1C[C@@H](OC[C@@H]1[C@H]([C@H](CC1=CC=CC=C1)N)O)CCC1CCCCC1 (5-(R)-(2-(S)-Amino-1-(S)-hydroxy-3-phenylpropyl)-2-(S)-(2-cyclohexylethyl)-morpholine-4-carboxylic acid tert-butyl ester). Reaction SMILES: [C:1]([O:5][C:6]([N:8]1[C@@H:13]([C@@H:14]([OH:26])[C@@H:15]([N+:23]([O-])=O)[CH2:16][C:17]2[CH:22]=[CH:21][CH:20]=[CH:19][CH:18]=2)[CH2:12][O:11][C@@H:10]([CH2:27][CH2:28][CH:29]2[CH2:34][CH2:33][CH2:32][CH2:31][CH2:30]2)[CH2:9]1)=[O:7])([CH3:4])([CH3:3])[CH3:2].[BH4-].[Na+]>CO.[Ni](Cl)Cl>[C:1]([O:5][C:6]([N:8]1[C@@H:13]([C@@H:14]([OH:26])[C@@H:15]([NH2:23])[CH2:16][C:17]2[CH:22]=[CH:21][CH:20]=[CH:19][CH:18]=2)[CH2:12][O:11][C@@H:10]([CH2:27][CH2:28][CH:29]2[CH2:34][CH2:33][CH2:32][CH2:31][CH2:30]2)[CH2:9]1)=[O:7])([CH3:4])([CH3:2])[CH3:3] |f:1.2|. Procedure details: Dissolve 2(S)-(2-cyclohexylethyl)-5-(R)-(1-(R)-hydroxy-2-(S)-nitro-3-phenylpropyl)-morpholine-4-carboxylic acid tert-butyl ester (152 mg, 0.32 mmol) in methanol (5 mL), and place in a room temperature oil bath. Add dry nickel (II) chloride (62 mg, 0.48 mmol) followed by sodium borohydride (30 mg, 0.80 mmol). After 3 minutes add a second portion of sodium borohydride (30 mg, 0.80 mmol). Quench with water (1 mL) then 0.1 N sodium hydroxide (3 mL). Dilute with ethyl acetate and extract (3×30 mL). W... The reactants are CC1(C)C2CCC1(CS(=O)(=O)O)C(=O)C2, O=C1OC2(CCNC2)c2ccccc21, O=C(O)C1(c2ccc(-c3ccccc3)nc2)CC1. Product: O=C1OC2(CCN(C(=O)C3(c4ccc(-c5ccccc5)nc4)CC3)C2)c2ccccc21. As a reaction SMILES: [C:19]12([CH2:20][S:21]([OH:22])(=[O:23])=[O:24])[C:25]([CH3:26])([CH3:27])[CH:28]([CH2:29][CH2:30]1)[CH2:31][C:32]2=[O:33].[NH:34]1[CH2:35][C:36]2([O:37][C:38](=[O:45])[c:39]3[c:40]2[cH:41][cH:42][cH:43][cH:44]3)[CH2:46][CH2:47]1.[c:1]1(-[c:7]2[cH:8][cH:9][c:10]([C:13]3([C:16](=[O:17])[OH:18])[CH2:14][CH2:15]3)[cH:11][n:12]2)[cH:2][cH:3][cH:4][cH:5][cH:6]1>>[c:1]1(-[c:7]2[cH:8][cH:9][c:10]([C:13]3([C:16](=[O:18])[N:34]4[CH2:35][C:36]5([O:37][C:38](=[O:45])[c:39]6[c:40]5[cH:41][cH:42][cH:43][cH:44]6)[CH2:46][CH2:47]4)[CH2:14][CH2:15]3)[cH:11][n:12]2)[cH:2][cH:3][cH:4][cH:5][cH:6]1. Starting materials: [BH4-].[Na+] (sodium borohydride), O (water), CN (methylamine), CC1=C2C3CCCCC3C(C2=C(C(=C1)C)O)=O (5,7-dimethyl-8-hydroxy-1,2,3,4,4a,9a-hexahydro-9-fluorenone), CN (methyl amine). The solvent is CO (methanol), CO (methanol), CO (methanol), C(Cl)(Cl)Cl (chloroform), CO (methanol), CO (methanol). Product: CC1=C2C3CCCCC3C(C2=C(C(=C1)C)O)NC (5,7-dimethyl-8-hydroxy-9-methylamino-1,2,3,4,4a,9a-hexahydrofluorene). RXN SMILES: [CH3:1][NH2:2].[CH3:3][C:4]1[CH:16]=[C:15]([CH3:17])[C:14]([OH:18])=[C:13]2[C:5]=1[CH:6]1[CH:11]([C:12]2=O)[CH2:10][CH2:9][CH2:8][CH2:7]1.[BH4-].[Na+].O>CO.C(Cl)(Cl)Cl>[CH3:3][C:4]1[CH:16]=[C:15]([CH3:17])[C:14]([OH:18])=[C:13]2[C:5]=1[CH:6]1[CH:11]([CH:12]2[NH:2][CH3:1])[CH2:10][CH2:9][CH2:8][CH2:7]1 |f:2.3|. Procedure: 3.4 Milliliters of a methanol solution of 40% methylamine was added to a methanol solution containing 2 g of 5,7-dimethyl-8-hydroxy-1,2,3,4,4a,9a-hexahydro-9-fluorenone in 20 ml of methanol and the mixture was refluxed under heating for 4 hours. Then, thereto were further added 10 ml of methanol and 3.4 ml of a methanol solution of 40% methyl amine, followed by refluxing for 6 hours. After left to stand for cooling, 3.66 g of sodium borohydride was gradually added thereto with stirring at room t... The reactants are C(C1=CC=CC=C1)OC(=O)NC=1C(=C(C=CC1)C1=CN=C(C=2NC3=CC(=CC=C3C21)NC(=O)OCC[Si](C)(C)C)C(=O)OCC)C (ethyl 4-(3-(benzyloxycarbonylamino)-2-methylphenyl)-7-((2-(trimethylsilyl)ethoxy)carbonylamino)-9H-pyrido[3,4-b]indole-1-carboxylate), O.[OH-].[Li+] (lithium hydroxide hydrate). Solvent: O1CCCC1 (tetrahydrofuran), CO (methanol), O (water). Reaction conditions: time 1 hour. Product: C(C1=CC=CC=C1)OC(=O)NC=1C(=C(C=CC1)C1=CN=C(C=2NC3=CC(=CC=C3C21)NC(=O)OCC[Si](C)(C)C)C(=O)O)C (4-(3-(Benzyloxycarbonylamino)-2-methylphenyl)-7-((2-(trimethylsilyl)ethoxy)carbonylamino)-9H-pyrido[3,4-b]indole-1-carboxylic acid). Yield: 77.6%. As a reaction SMILES: [CH2:1]([O:8][C:9]([NH:11][C:12]1[C:13]([CH3:46])=[C:14]([C:18]2[C:30]3[C:29]4[C:24](=[CH:25][C:26]([NH:31][C:32]([O:34][CH2:35][CH2:36][Si:37]([CH3:40])([CH3:39])[CH3:38])=[O:33])=[CH:27][CH:28]=4)[NH:23][C:22]=3[C:21]([C:41]([O:43]CC)=[O:42])=[N:20][CH:19]=2)[CH:15]=[CH:16][CH:17]=1)=[O:10])[C:2]1[CH:7]=[CH:6][CH:5]=[CH:4][CH:3]=1.O.[OH-].[Li+]>O1CCCC1.CO.O>[CH2:1]([O:8][C:9]([NH:11][C:12]1[C:13]([CH3:46])=[C:14]([C:18]2[C:30]3[C:29]4[C:24](=[CH:25][C:26]([NH:31][C:32]([O:34][CH2:35][CH2:36][Si:37]([CH3:38])([CH3:39])[CH3:40])=[O:33])=[CH:27][CH:28]=4)[NH:23][C:22]=3[C:21]([C:41]([OH:43])=[O:42])=[N:20][CH:19]=2)[CH:15]=[CH:16][CH:17]=1)=[O:10])[C:2]1[CH:7]=[CH:6][CH:5]=[CH:4][CH:3]=1 |f:1.2.3|. Reported procedure: To a homogeneous, burgundy solution of ethyl 4-(3-(benzyloxycarbonylamino)-2-methylphenyl)-7-((2-(trimethylsilyl)ethoxy)carbonylamino)-9H-pyrido[3,4-b]indole-1-carboxylate (0.565 g, 0.884 mmol) in tetrahydrofuran (30.2 mL) and methanol (10.05 mL) was added a solution of lithium hydroxide hydrate (0.148 g, 3.54 mmol) in water (4 mL). After 1 hr, the reaction was concentrated in vacuo, acidified with 1 N aqueous HCl to pH ˜5 by litmus paper. The precipitate was filtered, dried over Drierite to giv...